From a dataset of the Open Reaction Database (ORD), a public repository of structured organic reaction records. describe an organic reaction: reactants, conditions, products, and yield The reactants are CC#N, O=C(O)c1cn(C2CC2)c2c(Cl)c(F)c(F)cc2c1=O, CC1CNCC1CN. Yields the product CC1CN(c2c(F)cc3c(=O)c(C(=O)O)cn(C4CC4)c3c2Cl)CC1CN. As a reaction SMILES: [CH3:29][C:30]#[N:31].[Cl:1][c:2]1[c:3]([F:20])[c:4]([F:19])[cH:5][c:6]2[c:7](=[O:18])[c:8]([C:15](=[O:16])[OH:17])[cH:9][n:10]([CH:12]3[CH2:13][CH2:14]3)[c:11]12.[NH2:21][CH2:22][CH:23]1[CH2:24][NH:25][CH2:26][CH:27]1[CH3:28]>>[Cl:1][c:2]1[c:3]([N:25]2[CH2:24][CH:23]([CH2:22][NH2:21])[CH:27]([CH3:28])[CH2:26]2)[c:4]([F:19])[cH:5][c:6]2[c:7](=[O:18])[c:8]([C:15](=[O:16])[OH:17])[cH:9][n:10]([CH:12]3[CH2:13][CH2:14]3)[c:11]12. Reactants: Cc1cc(-c2ccc(F)cc2)co1, CC#N, CN(C)C=CC=O, O=P(Cl)(Cl)Cl. The product is Cc1cc(-c2ccc(F)cc2)c(C=CC=O)o1. As a reaction SMILES: [CH3:13][c:14]1[o:15][cH:16][c:17](-[c:19]2[cH:20][cH:21][c:22]([F:25])[cH:23][cH:24]2)[cH:18]1.[CH3:26][C:27]#[N:28].[CH3:6][N:7]([CH:8]=[CH:9][CH:10]=[O:11])[CH3:12].[P:1]([Cl:2])([Cl:3])([Cl:4])=[O:5]>>[CH:8](=[CH:9][CH:10]=[O:11])[c:16]1[o:15][c:14]([CH3:13])[cH:18][c:17]1-[c:19]1[cH:20][cH:21][c:22]([F:25])[cH:23][cH:24]1.